From a dataset of the Open Reaction Database (ORD), a public repository of structured organic reaction records. describe an organic reaction: reactants, conditions, products, and yield Reactants: OC1(c2ccncc2)CCC2(CC1)OCCO2, [Na+], [OH-], O=S(Cl)Cl, c1ccncc1. Product: C1=C(c2ccncc2)CCC2(C1)OCCO2. Reaction SMILES: [CH2:1]1[CH2:2][O:3][C:4]2([CH2:5][CH2:6][C:7]([c:10]3[cH:11][cH:12][n:13][cH:14][cH:15]3)([OH:16])[CH2:8][CH2:9]2)[O:17]1.[Na+:23].[OH-:22].[S:18]([Cl:19])([Cl:20])=[O:21].[cH:24]1[cH:25][cH:26][n:27][cH:28][cH:29]1>>[CH2:1]1[CH2:2][O:3][C:4]2([CH2:5][CH:6]=[C:7]([c:10]3[cH:11][cH:12][n:13][cH:14][cH:15]3)[CH2:8][CH2:9]2)[O:17]1. Reactants: CCOC(=O)c1cc(=O)c2c(o1)c1ccccc1n2C, CCO, N. The product is Cn1c2ccccc2c2oc(C(N)=O)cc(=O)c21. RXN SMILES: [CH3:1][n:2]1[c:3]2[c:4]([c:5]3[cH:6][cH:7][cH:8][cH:9][c:10]13)[o:11][c:12]([C:16]([O:18][CH2:17][CH3:19])=[O:20])[cH:13][c:14]2=[O:15].[CH3:22][CH2:23][OH:24].[NH3:21]>>[CH3:1][n:2]1[c:3]2[c:4]([c:5]3[cH:6][cH:7][cH:8][cH:9][c:10]13)[o:11][c:12]([C:16](=[O:18])[NH2:21])[cH:13][c:14]2=[O:15]. Reactants: CS(=O)(=O)OC1CN(C1)C=1OC=C(N1)C(N[C@@H]1CN(CC1)C(=O)OCC1=CC=C(C=C1)[N+](=O)[O-])=O (3-methanesulfonyloxy-1-{4-[(3S)-1-(p-nitrobenzyloxycarbonyl)pyrrolidin-3-ylcarbamoyl]-1,3-oxazol-2-yl}azetidine), C(C)(=S)[O-].[K+] (potassium thioacetate). Run in CN(C=O)C (dimethylformamide). Run at temperature 80 celsius, time 10.5 hour. Yields the product C(C)(=O)SC1CN(C1)C=1OC=C(N1)C(N[C@@H]1CN(CC1)C(=O)OCC1=CC=C(C=C1)[N+](=O)[O-])=O (3-acetylthio-1-{4-[(3S)-1-(p-nitrobenzyloxycarbonyl)pyrrolidin-3-ylcarbamoyl]-1,3-oxazol-2-yl}azetidine). Isolated yield 73.1%. RXN SMILES: CS(O[CH:6]1[CH2:9][N:8]([C:10]2[O:11][CH:12]=[C:13]([C:15](=[O:35])[NH:16][C@H:17]3[CH2:21][CH2:20][N:19]([C:22]([O:24][CH2:25][C:26]4[CH:31]=[CH:30][C:29]([N+:32]([O-:34])=[O:33])=[CH:28][CH:27]=4)=[O:23])[CH2:18]3)[N:14]=2)[CH2:7]1)(=O)=O.[C:36]([O-:39])(=[S:38])[CH3:37].[K+]>CN(C)C=O>[C:36]([S:38][CH:6]1[CH2:9][N:8]([C:10]2[O:11][CH:12]=[C:13]([C:15](=[O:35])[NH:16][C@H:17]3[CH2:21][CH2:20][N:19]([C:22]([O:24][CH2:25][C:26]4[CH:31]=[CH:30][C:29]([N+:32]([O-:34])=[O:33])=[CH:28][CH:27]=4)=[O:23])[CH2:18]3)[N:14]=2)[CH2:7]1)(=[O:39])[CH3:37] |f:1.2|. Procedure: To a solution of 3-methanesulfonyloxy-1-{4-[(3S)-1-(p-nitrobenzyloxycarbonyl)pyrrolidin-3-ylcarbamoyl]-1,3-oxazol-2-yl}azetidine (760 mg, 1.49 mmol) (obtained as described in Reference Example 76(3)) in dimethylformamide (38 ml) was added potassium thioacetate (1.02 g, 8.95 mmol) at room temperature and was stirred in an oil bath (80° C.) for 10.5 hours. After checking the completion of the reaction, the mixture was partitioned between ethyl acetate and 10% aqueous sodium chloride solution. The ... Reaction SMILES: [CH3:1][O:2][C:3](=[O:32])[C@H:4]([CH2:28][CH2:29][S:30][CH3:31])[NH:5][C:6](=[O:27])[C:7]1[CH:12]=[CH:11][C:10]([CH:13]=[CH:14][C:15]2[CH:16]=[N:17][CH:18]=[CH:19][CH:20]=2)=[CH:9][C:8]=1[C:21]1[CH:26]=[CH:25][CH:24]=[CH:23][CH:22]=1>CO.[Pd]>[CH3:1][O:2][C:3](=[O:32])[C@H:4]([CH2:28][CH2:29][S:30][CH3:31])[NH:5][C:6](=[O:27])[C:7]1[CH:12]=[CH:11][C:10]([CH2:13][CH2:14][C:15]2[CH:16]=[N:17][CH:18]=[CH:19][CH:20]=2)=[CH:9][C:8]=1[C:21]1[CH:22]=[CH:23][CH:24]=[CH:25][CH:26]=1. The yield is 71.2%. Starting materials: COC([C@@H](NC(C1=C(C=C(C=C1)C=CC=1C=NC=CC1)C1=CC=CC=C1)=O)CCSC)=O ({4-[2-(pyrid-3-yl)ethenyl]-2-phenylbenzoyl}methionine methyl ester). The solvent is CO (methanol). Conditions: time 8 hour. Product: COC([C@@H](NC(C1=C(C=C(C=C1)CCC=1C=NC=CC1)C1=CC=CC=C1)=O)CCSC)=O ({4-[2-(pyrid-3-yl)ethyl]-2-phenylbenzoyl}methionine methyl ester). Reagents/catalysts: [Pd] (palladium). Reported procedure: A mixture of the {4-[2-(pyrid-3-yl)ethenyl]-2-phenylbenzoyl}methionine methyl ester prepared in Example 210 (160 mg, 0.36 mmol) and palladium (10%) on carbon (460 mg, 0.43 mmol of palladium) in methanol was flushed with hydrogen, and stirred under a positive hydrogen pressure for 8 hours. The mixture was then filtered through Celite, rinsed with ethyl acetate, and concentrated in vacuo. The residue was purified by column chromatography (ethyl acetate) give {4-[2-(pyrid-3-yl)ethyl]-2-phenylbenzoy...